This data is from the Open Reaction Database (ORD), a public repository of structured organic reaction records. The task is: describe an organic reaction: reactants, conditions, products, and yield Reactants: O=S1(N(CCC1)C1=CC=C(C(=O)O)C=C1)=O (4-(1,1-dioxo-1λ6-isothiazolidin-2-yl)benzoic acid), CC1=C(C=NC(=C1)C)N1CCNCC1 (1-(4,6-dimethylpyridin-3-yl)piperazine). The product is CC1=C(C=NC(=C1)C)N1CCN(CC1)C(=O)C1=CC=C(C=C1)N1S(CCC1)(=O)=O ([4-(4,6-dimethylpyridin-3-yl)piperazin-1-yl][4-(1,1-dioxo-1λ6-isothiazolidin-2-yl)phenyl]methanone). Yield: 37.0%. As a reaction SMILES: [O:1]=[S:2]1(=[O:16])[CH2:6][CH2:5][CH2:4][N:3]1[C:7]1[CH:15]=[CH:14][C:10]([C:11]([OH:13])=O)=[CH:9][CH:8]=1.[CH3:17][C:18]1[CH:23]=[C:22]([CH3:24])[N:21]=[CH:20][C:19]=1[N:25]1[CH2:30][CH2:29][NH:28][CH2:27][CH2:26]1>>[CH3:17][C:18]1[CH:23]=[C:22]([CH3:24])[N:21]=[CH:20][C:19]=1[N:25]1[CH2:26][CH2:27][N:28]([C:11]([C:10]2[CH:9]=[CH:8][C:7]([N:3]3[CH2:4][CH2:5][CH2:6][S:2]3(=[O:1])=[O:16])=[CH:15][CH:14]=2)=[O:13])[CH2:29][CH2:30]1. Procedure details: Using 4-(1,1-dioxo-1λ6-isothiazolidin-2-yl)benzoic acid (165 mg) described in Preparation Example 16 and 1-(4,6-dimethylpyridin-3-yl)piperazine (131 mg) described in Preparation Example 95 and by the reaction and treatment in the same manner as in Example 87, the title compound (105 mg) was obtained. Reactants: C(=O)(OC)C1=C(C=C(C=C1)CC(C)=O)C (1-(4-carbomethoxy-3-methylphenyl)propan-2-one), OC(CN)C1=CC(=CC=C1)C(F)(F)F (2-hydroxy-2-(3-trifluoromethylphenyl)ethanamine). Yields the product C(=O)(OC)C1=C(C=C(C=C1)CC(C)NCC(C1=CC(=CC=C1)C(F)(F)F)O)C (N-[2-(4-Carbomethoxy-3-methylphenyl)-1-methylethyl]-2-hydroxy-2-(3-trifluoromethylphenyl)ethanamine). RXN SMILES: [C:1]([C:5]1[CH:10]=[CH:9][C:8]([CH2:11][C:12](=O)[CH3:13])=[CH:7][C:6]=1[CH3:15])([O:3][CH3:4])=[O:2].[OH:16][CH:17]([C:20]1[CH:25]=[CH:24][CH:23]=[C:22]([C:26]([F:29])([F:28])[F:27])[CH:21]=1)[CH2:18][NH2:19]>>[C:1]([C:5]1[CH:10]=[CH:9][C:8]([CH2:11][CH:12]([NH:19][CH2:18][CH:17]([OH:16])[C:20]2[CH:25]=[CH:24][CH:23]=[C:22]([C:26]([F:28])([F:29])[F:27])[CH:21]=2)[CH3:13])=[CH:7][C:6]=1[CH3:15])([O:3][CH3:4])=[O:2]. Reported procedure: The title compound was prepared as in Example 1b from 1-(4-carbomethoxy-3-methylphenyl)propan-2-one (2.0 g) and 2-hydroxy-2-(3-trifluoromethylphenyl)ethanamine (2.0 g), the compound crystallised from hexane m.p. 88°-92° as a 41:59 mixture of diastereoisomers. τ(CDCl3) 8.9 (3H,d,J=6 Hz), 7.4 (3H,s), 6.8-7.8 (5H,m,=2H, replaceable by D2O), 6.1 (3H,s), 5.3 (1H,m), 2.9 (2H,m), 2.3-2.6 (4H,m), 2.1 (1H,dd,J=8 Hz, J=2 Hz). The reactants are [C-]#N.[Na+] (sodium cyanide), [Na] (sodium), OC(S(=O)(=O)O)C1=CC(=CC=C1)OC1=CC=CC=C1 ((hydroxy)(3-phenoxyphenyl)methanesulfonic acid), S(=O)(=O)([O-])S(=O)[O-].[Na+].[Na+] (sodium metabisulfite). The solvent is O (water), O (water). Run at temperature 15 celsius, time 3 hour. Product: C(#N)C(O)C1=CC(=CC=C1)OC1=CC=CC=C1 ((cyano)(3-phenoxyphenyl)methanol). Isolated yield 94.0%. As a reaction SMILES: [Na].[OH:2][CH:3]([C:8]1[CH:13]=[CH:12][CH:11]=[C:10]([O:14][C:15]2[CH:20]=[CH:19][CH:18]=[CH:17][CH:16]=2)[CH:9]=1)S(O)(=O)=O.S(S([O-])=O)([O-])(=O)=O.[Na+].[Na+].[C-:30]#[N:31].[Na+]>O>[C:30]([CH:3]([C:8]1[CH:13]=[CH:12][CH:11]=[C:10]([O:14][C:15]2[CH:20]=[CH:19][CH:18]=[CH:17][CH:16]=2)[CH:9]=1)[OH:2])#[N:31] |f:2.3.4,5.6,^1:0|. Reported procedure: Into a flask were placed 755.7 g (2.5 moles) of the sodium salt of (hydroxy)(3-phenoxyphenyl)methanesulfonic acid, 237.6 g (1.25 moles) of sodium metabisulfite, and 2273 ml of water. The flask was cooled to 15° C. and a solution of 245.1 g (5.0 moles) of sodium cyanide in 302 ml of water was added dropwise. The reaction mixture was allowed to warm to room temperature, was stirred for 3 hours, then extracted three times with 800 ml of diethyl ether. The extract was washed once with 800 ml of a so... The reactants are C(C1=CC=CC=C1)OC(=O)N1C[C@@]2(CC(C[C@@H]2C1)=C)NC(=O)OC(C)(C)C ((1S,5R)-3-benzyloxycarbonyl-1-tert-butoxycarbonylamino-7-methylene-3-azabicyclo[3.3.0]octane), [N+](=[N-])=C (diazomethane). The reagents and catalysts are C(C)(=O)[O-].[Pd+2].C(C)(=O)[O-] (Palladium acetate). The solvent is C(C)OCC (diethyl ether), C(C)OCC (diethyl ether). Conditions: time 16 hour. Yields the product C(C1=CC=CC=C1)OC(=O)N1C[C@@]2(CC3(CC3)C[C@@H]2C1)NC(=O)OC(C)(C)C ((1S,5R)-3-Benzyloxycarbonyl-1-tert-butoxycarbonylaminospiro(3-azabicyclo[3.3.0]octane-7,1′-cyclopropane)). Reaction SMILES: [CH2:1]([O:8][C:9]([N:11]1[CH2:18][C@@H:17]2[C@@:13]([NH:20][C:21]([O:23][C:24]([CH3:27])([CH3:26])[CH3:25])=[O:22])([CH2:14][C:15](=[CH2:19])[CH2:16]2)[CH2:12]1)=[O:10])[C:2]1[CH:7]=[CH:6][CH:5]=[CH:4][CH:3]=1.[N+](=[CH2:30])=[N-]>C(OCC)C.C([O-])(=O)C.[Pd+2].C([O-])(=O)C>[CH2:1]([O:8][C:9]([N:11]1[CH2:18][C@@H:17]2[C@@:13]([NH:20][C:21]([O:23][C:24]([CH3:27])([CH3:26])[CH3:25])=[O:22])([CH2:14][C:15]3([CH2:16]2)[CH2:30][CH2:19]3)[CH2:12]1)=[O:10])[C:2]1[CH:3]=[CH:4][CH:5]=[CH:6][CH:7]=1 |f:3.4.5|. Reported procedure: Palladium acetate (5.26 mg, 0.0234 mmol) was added to (1S,5R)-3-benzyloxycarbonyl-1-tert-butoxycarbonylamino-7-methylene-3-azabicyclo[3.3.0]octane (175 mg, 0.469 mmol) in diethyl ether (4.69 ml) in an open system under ice-cooling. The previously prepared solution of diazomethane in diethyl ether (20 ml) was slowly added to this solution under ice-cooling, and the mixture was stirred at room temperature for 16 hours. After filtration through Celite, the filtrate was concentrated under reduced pr... Yield: 44.5%. Procedure: After 4-fluoro-2-methylaniline(0.5 ml, 4.6 mmol) was added to a mixture solution of 6-methyl-4-(7-methyl-4,5,6,7-tetrahydrothieno[2,3-c]pyridin-6-yl)-2-chloropyrimidine(0.7 g, 2.5 mmol) and dimethylformamide(10 ml), 0.45 g of the titled compound was obtained in accordance with the same procedure as in Step 2 of Example 1. Yields the product Cl.CC1=CC(=NC(=N1)NC1=C(C=C(C=C1)F)C)N1C(C2=C(CC1)C=CS2)C (6-Methyl-2-(2-methyl-4-fluorophenylamino)-4-(7-methyl-4,5,6,7-tetrahydrothieno[2,3-c]pyridin-6-yl)pyrimidine hydrochloride). Run in CN(C=O)C (dimethylformamide). The reactants are FC1=CC(=C(N)C=C1)C (4-fluoro-2-methylaniline), CC1=CC(=NC(=N1)Cl)N1C(C2=C(CC1)C=CS2)C (6-methyl-4-(7-methyl-4,5,6,7-tetrahydrothieno[2,3-c]pyridin-6-yl)-2-chloropyrimidine). Reaction SMILES: [F:1][C:2]1[CH:8]=[CH:7][C:5]([NH2:6])=[C:4]([CH3:9])[CH:3]=1.[CH3:10][C:11]1[N:16]=[C:15]([Cl:17])[N:14]=[C:13]([N:18]2[CH2:23][CH2:22][C:21]3[CH:24]=[CH:25][S:26][C:20]=3[CH:19]2[CH3:27])[CH:12]=1>CN(C)C=O>[ClH:17].[CH3:10][C:11]1[N:16]=[C:15]([NH:6][C:5]2[CH:7]=[CH:8][C:2]([F:1])=[CH:3][C:4]=2[CH3:9])[N:14]=[C:13]([N:18]2[CH2:23][CH2:22][C:21]3[CH:24]=[CH:25][S:26][C:20]=3[CH:19]2[CH3:27])[CH:12]=1 |f:3.4|. Reactants: C[Si](OC)(OC)OC (methyltrimethoxy silane), C1(=CC=CC=C1)C.N1=CC=CC=C1 (toluene pyridine), 5. The product is C(CCCCCCCCCCCCCCCCC)N (Octadecylamine). RXN SMILES: C[Si](OC)(OC)OC.[C:9]1([CH3:15])[CH:14]=[CH:13][CH:12]=[CH:11][CH:10]=1.[N:16]1[CH:21]=[CH:20][CH:19]=[CH:18][CH:17]=1>>[CH2:21]([NH2:16])[CH2:20][CH2:19][CH2:18][CH2:17][CH2:13][CH2:14][CH2:9][CH2:10][CH2:11][CH2:12][CH2:10][CH2:11][CH2:12][CH2:13][CH2:14][CH2:9][CH3:15] |f:1.2|. Procedure details: Fractogel phosphate (1; 5 g) containing a trace amount of pyridine was slurried with octadecylamine (6 g) and left at 60° C. for 2 days. Toluene (100 ml) was added to the flask and the mixture refluxed for 24 hours. The mixture was then filtered and the gel washed with methanol to yield Fractogel C-18 (4). The resin was capped with methyltrimethoxy silane in toluene-pyridine at 60° C. for 24 hours. Analysis showed; C, 48.82; H, 6.26; N, 5 1.34%. Reactants: CCO, O=Cc1ccccc1, Cl, Cl, N=C(N)c1ccccc1N. Product: Cl, NC1=NC(c2ccccc2)Nc2ccccc21. RXN SMILES: [CH3:21][CH2:22][OH:23].[CH:13](=[O:14])[c:15]1[cH:16][cH:17][cH:18][cH:19][cH:20]1.[ClH:1].[ClH:2].[NH2:3][c:4]1[c:5]([C:6](=[NH:7])[NH2:8])[cH:9][cH:10][cH:11][cH:12]1>>[ClH:1].[NH:3]1[c:4]2[c:5]([cH:9][cH:10][cH:11][cH:12]2)[C:6]([NH2:8])=[N:7][CH:13]1[c:15]1[cH:16][cH:17][cH:18][cH:19][cH:20]1. RXN SMILES: [CH2:45]1[CH2:46][CH2:47][NH:48][CH2:49][CH2:50]1.[Cl:1][c:2]1[cH:3][c:4](-[c:8]2[n:9][c:10]([S:27][CH3:28])[n:11][c:12]([CH3:26])[c:13]2[C:14](=[O:15])[NH:16][CH2:17][CH2:18][CH2:19][c:20]2[cH:21][cH:22][cH:23][cH:24][cH:25]2)[cH:5][cH:6][cH:7]1.[Cl:51][CH2:52][Cl:53].[Na+:44].[OH:29][O:30][C:31]([c:32]1[cH:33][c:34]([Cl:35])[cH:36][cH:37][cH:38]1)=[O:39].[S:40](=[O:41])([OH:42])[O-:43]>>[Cl:1][c:2]1[cH:3][c:4](-[c:8]2[n:9][c:10]([N:48]3[CH2:47][CH2:46][CH2:45][CH2:50][CH2:49]3)[n:11][c:12]([CH3:26])[c:13]2[C:14](=[O:15])[NH:16][CH2:17][CH2:18][CH2:19][c:20]2[cH:21][cH:22][cH:23][cH:24][cH:25]2)[cH:5][cH:6][cH:7]1. Product: Cc1nc(N2CCCCC2)nc(-c2cccc(Cl)c2)c1C(=O)NCCCc1ccccc1. Reactants: C1CCNCC1, CSc1nc(C)c(C(=O)NCCCc2ccccc2)c(-c2cccc(Cl)c2)n1, ClCCl, [Na+], O=C(OO)c1cccc(Cl)c1, O=S([O-])O. Reactants: C(C)(=O)N[C@]1(C(N(CC1)[C@H](C(=O)N[C@H]([C@H](O)[C@@H]1N(CCCC1)C(C1=CC=CC=C1)C1=CC=CC=C1)CC1=CC(=CC(=C1)F)F)CCC1=CC=CC=C1)=O)[C@H](C)CC ((S)-2-((S)-3-acetamido-3-((R)-sec-butyl)-2-oxopyrrolidin-1-yl)-N-((1S,2S)-1-((R)-1-benzhydrylpiperidin-2-yl)-3-(3,5-difluorophenyl)-1-hydroxypropan-2-yl)-4-phenylbutanamide), [Li+].[OH-] (LiOH), N[C@H]([C@H](O)[C@@H]1N(C[C@H](C1)OC1=NC=CC=C1)C(C1=CC=CC=C1)C1=CC=CC=C1)CC1=CC(=CC(=C1)F)F ((1S,2S)-2-amino-1-((2R,4S)-1-benzhydryl-4-(pyridin-2-yloxy)pyrrolidin-2-yl)-3-(3,5-difluorophenyl)propan-1-ol), N[C@H]([C@H](O)[C@@H]1N(C[C@@H](C1)OC1=NC=CC=C1)C(C1=CC=CC=C1)C1=CC=CC=C1)CC1=CC(=CC(=C1)F)F ((1S,2S)-2-amino-1-((2R,4R)-1-benzhydryl-4-(pyridin-2-yloxy)pyrrolidin-2-yl)-3-(3,5-difluorophenyl)propan-1-ol). Solvent: CCO (EtOH), O (H2O), CO.C(Cl)(Cl)Cl (MeOH chloroform). The product is C(C)(=O)N[C@]1(C(N(CC1)[C@H](C(=O)N[C@H]([C@@H]([C@@H]1NC[C@@H](C1)OC1=NC=CC=C1)O)CC1=CC(=CC(=C1)F)F)CCC1=CC=CC=C1)=O)[C@H](C)CC ((S)-2-((S)-3-acetamido-3-((R)-sec-butyl)-2-oxopyrrolidin-1-yl)-N-((1R,2S)-3-(3,5-difluorophenyl)-1-hydroxy-1-((2R,4R)-4-(pyridin-2-yloxy)pyrrolidin-2-yl)propan-2-yl)-4-phenylbutanamide). Isolated yield 93.0%. Reaction SMILES: [NH2:1][C@@H:2]([CH2:30][C:31]1[CH:36]=[C:35]([F:37])[CH:34]=[C:33]([F:38])[CH:32]=1)[C@@H:3]([C@H:5]1[CH2:9][C@H:8]([O:10][C:11]2[CH:16]=[CH:15][CH:14]=[CH:13][N:12]=2)[CH2:7][N:6]1C(C1C=CC=CC=1)C1C=CC=CC=1)[OH:4].N[C@@H](CC1C=C(F)C=C(F)C=1)[C@@H]([C@H]1C[C@@H](OC2C=CC=CN=2)CN1C(C1C=CC=CC=1)C1C=CC=CC=1)O.[C:77]([NH:80][C@:81]1([C@@H:130]([CH2:132][CH3:133])[CH3:131])[CH2:85][CH2:84][N:83]([C@@H:86]([CH2:121][CH2:122][C:123]2[CH:128]=[CH:127][CH:126]=[CH:125][CH:124]=2)[C:87](N[C@@H](CC2C=C(F)C=C(F)C=2)[C@@H]([C@H]2CCCCN2C(C2C=CC=CC=2)C2C=CC=CC=2)O)=[O:88])[C:82]1=[O:129])(=[O:79])[CH3:78].[Li+].[OH-]>CCO.O.CO.C(Cl)(Cl)Cl>[C:77]([NH:80][C@:81]1([C@@H:130]([CH2:132][CH3:133])[CH3:131])[CH2:85][CH2:84][N:83]([C@@H:86]([CH2:121][CH2:122][C:123]2[CH:124]=[CH:125][CH:126]=[CH:127][CH:128]=2)[C:87]([NH:1][C@@H:2]([CH2:30][C:31]2[CH:32]=[C:33]([F:38])[CH:34]=[C:35]([F:37])[CH:36]=2)[C@H:3]([OH:4])[C@H:5]2[CH2:9][C@@H:8]([O:10][C:11]3[CH:16]=[CH:15][CH:14]=[CH:13][N:12]=3)[CH2:7][NH:6]2)=[O:88])[C:82]1=[O:129])(=[O:79])[CH3:78] |f:3.4,7.8|. Reported procedure: Step 12 (B): (1S,2S)-2-amino-1-((2R,4R)-1-benzhydryl-4-(pyridin-2-yloxy)pyrrolidin-2-yl)-3-(3,5-difluorophenyl)propan-1-ol. To a solution of (4S,5S)-4-(3,5-difluorobenzyl)-5-((2R,4R)-1-benzhydryl-4-(pyridin-2-yloxy)pyrrolidin-2-yl)oxazolidin-2-one (Step 12 (A), 39.2 mg, 0.072 mmol) in EtOH (3 mL) was added a solution of LiOH (35 mg, 1.44 mmol) in H2O (0.75 mL). This reaction mixture was stirred at reflux for 4 h. After cooling down to rt, the mixture was concentrated to remove EtOH and H2O was a...